Dataset: the Open Reaction Database (ORD), a public repository of structured organic reaction records. Task: describe an organic reaction: reactants, conditions, products, and yield Starting materials: BrC1=NSC(=N1)Cl (3-bromo-5-chloro-1,2,4-thiadiazole), CC1(OB(OC1(C)C)C1=CC(=C(C=C1)OC(C)C)C(F)(F)F)C (4,4,5,5-tetramethyl-2-[4-[(1-methylethyl)oxy]-3-(trifluoromethyl)phenyl]-1,3,2-dioxaborolane), P(=O)([O-])([O-])[O-].[K+].[K+].[K+] (tripotassium phosphate). Reagents/catalysts: C1=CC=C(C=C1)P([C-]2C=CC=C2)C3=CC=CC=C3.C1=CC=C(C=C1)P([C-]2C=CC=C2)C3=CC=CC=C3.Cl[Pd]Cl.[Fe+2].C(Cl)Cl (PdCl2(dppf) CH2Cl2). Solvent: CN(C=O)C (N,N-dimethylformamide), O (water). Reaction conditions: temperature 80 celsius. Product: BrC1=NSC(=N1)C1=CC(=C(C=C1)OC(C)C)C(F)(F)F (3-bromo-5-[4-[(1-methylethyl)oxy]-3-(trifluoromethyl)phenyl]-1,2,4-thiadiazole). The yield is 52.9%. Reaction SMILES: [Br:1][C:2]1[N:6]=[C:5](Cl)[S:4][N:3]=1.CC1(C)C(C)(C)OB([C:16]2[CH:21]=[CH:20][C:19]([O:22][CH:23]([CH3:25])[CH3:24])=[C:18]([C:26]([F:29])([F:28])[F:27])[CH:17]=2)O1.P([O-])([O-])([O-])=O.[K+].[K+].[K+]>CN(C)C=O.O.C1C=CC(P(C2C=CC=CC=2)[C-]2C=CC=C2)=CC=1.C1C=CC(P(C2C=CC=CC=2)[C-]2C=CC=C2)=CC=1.Cl[Pd]Cl.[Fe+2].C(Cl)Cl>[Br:1][C:2]1[N:6]=[C:5]([C:16]2[CH:21]=[CH:20][C:19]([O:22][CH:23]([CH3:24])[CH3:25])=[C:18]([C:26]([F:27])([F:29])[F:28])[CH:17]=2)[S:4][N:3]=1 |f:2.3.4.5,8.9.10.11.12|. Procedure: To a solution of 3-bromo-5-chloro-1,2,4-thiadiazole (604 mg), 4,4,5,5-tetramethyl-2-[4-[(1-methylethyl)oxy]-3-(trifluoromethyl)phenyl]-1,3,2-dioxaborolane (D42) (500 mg) and tripotassium phosphate (964 mg) in N,N-dimethylformamide (DMF) (3 mL) and water (0.600 mL) stirred under nitrogen at room temperature was added PdCl2(dppf)-CH2Cl2 adduct (618 mg). The reaction mixture was sealed and heated under microwave at 80° C. for 1 h. The reaction mixture was concentrated and the residue was purified b... Starting materials: ClCCl (dichloromethane), N1N=CN=C1 (1,2,4-triazole), ICCC[Si](OC)(OC)OC (iodopropyltrimethoxy silane), [H-].[Na+] (sodium hydride). Solvent: O1CCCC1 (tetrahydrofurane). Reaction conditions: time 4 hour. Yields the product CO[Si](OC)(OC)CCCC1=NNC=N1 (trimethoxysilylpropyl-1,2,4-triazole). Reaction SMILES: [NH:1]1[CH:5]=[N:4][CH:3]=[N:2]1.[H-].[Na+].I[CH2:9][CH2:10][CH2:11][Si:12]([O:17][CH3:18])([O:15][CH3:16])[O:13][CH3:14].ClCCl>O1CCCC1>[CH3:14][O:13][Si:12]([CH2:11][CH2:10][CH2:9][C:5]1[N:4]=[CH:3][NH:2][N:1]=1)([O:17][CH3:18])[O:15][CH3:16] |f:1.2|. Procedure details: 5 g (72 mmol) of 1,2,4-triazole were dissolved in 100 ml of absolute tetrahydrofurane and 1.73 g (72 mmol) of sodium hydride were added. The reaction mixture was stirred for 4 hours, after which 10 ml of iodopropyltrimethoxy silane (52 mmol) were added and the reaction mixture was heated under reflux for 18 hours. 20 ml of dichloromethane were then added and the reaction mixture was filtered. The solvent was removed at 150-155° C. under reduced pressure (8 mbar) and then filtered. The yield was ... Run at temperature 0 celsius, time 15 minute. Procedure details: A mixture of 54 g of (4-butyloxyphenyl)methyl-triphenylphosphonium bromide and 450 ml of absolute t-butyl methyl ether was treated with 12 g of solid potassium t-butylate at 0° C. and while gassing with nitrogen. After completion of the addition the reaction mixture was stirred at 0° C. for a further 15 minutes (whereby a deep orange coloration resulted) and then treated within 30 minutes at 0° C. with a solution of 15 g of 3-(trans-4-pentylcyclohexyl)propionaldehyde in 150 ml of absolute t-buty... As a reaction SMILES: [Br-].[CH2:2]([O:6][C:7]1[CH:12]=[CH:11][C:10]([CH2:13][P+](C2C=CC=CC=2)(C2C=CC=CC=2)C2C=CC=CC=2)=[CH:9][CH:8]=1)[CH2:3][CH2:4][CH3:5].[CH2:33]([C@H:38]1[CH2:43][CH2:42][C@H:41]([CH2:44][CH2:45][CH:46]=O)[CH2:40][CH2:39]1)[CH2:34][CH2:35][CH2:36][CH3:37].O>COC(C)(C)C>[CH2:2]([O:6][C:7]1[CH:8]=[CH:9][C:10]([CH:13]=[CH:46][CH2:45][CH2:44][C@H:41]2[CH2:40][CH2:39][C@H:38]([CH2:33][CH2:34][CH2:35][CH2:36][CH3:37])[CH2:43][CH2:42]2)=[CH:11][CH:12]=1)[CH2:3][CH2:4][CH3:5] |f:0.1|. Starting materials: C(CCCC)[C@@H]1CC[C@H](CC1)CCC=O (3-(trans-4-pentylcyclohexyl)propionaldehyde), O (water), solid, potassium t-butylate, [Br-].C(CCC)OC1=CC=C(C=C1)C[P+](C1=CC=CC=C1)(C1=CC=CC=C1)C1=CC=CC=C1 ((4-butyloxyphenyl)methyl-triphenylphosphonium bromide). Yield: 82.6%. The solvent is COC(C)(C)C (t-butyl methyl ether), COC(C)(C)C (t-butyl methyl ether). The product is C(CCC)OC1=CC=C(C=C1)C=CCC[C@@H]1CC[C@H](CC1)CCCCC (1-butyloxy-4-[4-(trans-4 -pentylcyclohexyl)-1-butenyl]benzene). Reactants: O=C([O-])[O-], [Cs+], [Cs+], O=Cc1cc(O)c(O)c(F)c1, CN(C)C=O, O. Product: O=Cc1cc(F)c2c(c1)OCO2. RXN SMILES: [C:12](=[O:13])([O-:14])[O-:15].[Cs+:16].[Cs+:17].[F:1][c:2]1[cH:3][c:4]([CH:5]=[O:6])[cH:7][c:8]([OH:11])[c:9]1[OH:10].[O:19]=[CH:20][N:21]([CH3:22])[CH3:23].[OH2:18]>>[F:1][c:2]1[cH:3][c:4]([CH:5]=[O:6])[cH:7][c:8]2[c:9]1[O:10][CH2:12][O:11]2. The reactants are C(CCC)[Li] (n-butyllithium), [Cl-].[NH4+] (ammonium chloride), BrC1=C(C=CC(=C1)C(C)CC)OC (2-Bromo-4-sec-butyl-1-methoxy-benzene), B(OC)(OC)OC (trimethyl borate). Run in hexanes, C(C)(=O)OCC (ethyl acetate), O1CCCC1 (tetrahydrofuran). Conditions: temperature -78 celsius, time 15 minute. Product: C(C)(CC)C=1C=CCC(C1)(B(O)O)OC (5-sec-butyl-1-methoxy-benzene boronic acid). As a reaction SMILES: Br[C:2]1[CH:7]=[C:6](C(CC)C)[CH:5]=[CH:4][C:3]=1[O:12][CH3:13].[CH2:14]([Li])[CH2:15][CH2:16][CH3:17].[B:19](OC)([O:22]C)[O:20]C.[Cl-].[NH4+]>O1CCCC1.C(OCC)(=O)C>[CH:15]([C:5]1[CH:6]=[CH:7][CH2:2][C:3]([O:12][CH3:13])([B:19]([OH:22])[OH:20])[CH:4]=1)([CH2:16][CH3:17])[CH3:14] |f:3.4|. Procedure details: 2-Bromo-4-sec-butyl-1-methoxy-benzene (1.15 g) is dissolved in tetrahydrofuran (17 ml) and the mixture is cooled to −78° C., and thereto is added dropwise 1.6M n-butyllithium in hexanes, and the mixture is stirred at −78° C. for 15 minutes. To the reaction solution is added trimethyl borate (1.47 g), and the reaction mixture is stirred at −78° C. for 30 minutes, and thereto are added a saturated aqueous ammonium chloride solution and ethyl acetate. The mixture is separated, and the organic layer... The reactants are NC1=NC(=CC=C1O)C (2-amino-6-methylpyridin-3-ol), C(=O)(N1C=NC=C1)N1C=NC=C1 (CDI). The product is CC1=CC=C2C(=N1)NC(O2)=O (5-methyl-3H-oxazolo[4,5-b]pyridin-2-one). As a reaction SMILES: [NH2:1][C:2]1[C:7]([OH:8])=[CH:6][CH:5]=[C:4]([CH3:9])[N:3]=1.[C:10](N1C=CN=C1)(N1C=CN=C1)=[O:11]>>[CH3:9][C:4]1[N:3]=[C:2]2[NH:1][C:10](=[O:11])[O:8][C:7]2=[CH:6][CH:5]=1. Procedure details: Reaction of 2-amino-6-methylpyridin-3-ol with CDI (carbonyldiimidazole) in a corresponding manner to Example 1.2 gives the desired product; ESI: 151 (M+H), Rt=1.58 min (method B). Reactants: NC1=NC(=NC2=CC(=C(C=C12)OC)OC)Cl (4-amino-2-chloro-6,7-dimethoxyquinazoline), CC(C)(OC(=O)N1[C@H](CNCC1)C(=O)NC(C)(C)C)C ((R)-4-[(1,1-dimethylethoxy)carbonyl]-3-(1,1-dimethylethylamino) carbonyl piperazine). Run in CC(C)O (2-propanol). Product: NC1=NC(=NC2=CC(=C(C=C12)OC)OC)N1C[C@@H](N(CC1)C(=O)OC(C)(C)C)C(=O)NC(C)(C)C ((R)-1-(4-Amino-6,7-dimethoxy-2-quinazolinyl)-4-[(1,1-dimethylethoxy)carbonyl]-3-(1,1-dimethylethylamino)carbonyl piperazine). Reaction SMILES: [NH2:1][C:2]1[C:11]2[C:6](=[CH:7][C:8]([O:14][CH3:15])=[C:9]([O:12][CH3:13])[CH:10]=2)[N:5]=[C:4](Cl)[N:3]=1.[CH3:17][C:18]([CH3:36])([O:20][C:21]([N:23]1[CH2:28][CH2:27][NH:26][CH2:25][C@@H:24]1[C:29]([NH:31][C:32]([CH3:35])([CH3:34])[CH3:33])=[O:30])=[O:22])[CH3:19]>CC(O)C>[NH2:1][C:2]1[C:11]2[C:6](=[CH:7][C:8]([O:14][CH3:15])=[C:9]([O:12][CH3:13])[CH:10]=2)[N:5]=[C:4]([N:26]2[CH2:27][CH2:28][N:23]([C:21]([O:20][C:18]([CH3:17])([CH3:19])[CH3:36])=[O:22])[C@@H:24]([C:29]([NH:31][C:32]([CH3:35])([CH3:34])[CH3:33])=[O:30])[CH2:25]2)[N:3]=1. Reported procedure: A solution of 4-amino-2-chloro-6,7-dimethoxyquinazoline (94.4 mg, 0.3939 mmol) and (R)-4-[(1,1-dimethylethoxy)carbonyl]-3-(1,1-dimethylethylamino) carbonyl piperazine (see Askin, D. et al., Tetrahedron Letters 1994, 35, 673-676) (112.4 mg, 0.3939 mol) in 2-propanol (1 mL) was heated at 90° C. (24 h). The solvent was removed in vacuo and the residue subjected to PCTLC (SiO2, 2 mm, 0-10% MeOH/CH2Cl2) which afforded ((R)-1-(4-Amino-6,7-dimethoxy-2-quinazolinyl)-4-[(1,1-dimethylethoxy)carbonyl]-3-(1... RXN SMILES: [CH3:1][C:2]1[CH:7]=[CH:6][C:5]([O:8][C:9]2[CH:14]=[CH:13][C:12]([NH:15][C:16](=[O:20])[C@@H:17]([CH3:19])[NH2:18])=[CH:11][CH:10]=2)=[CH:4][C:3]=1[O:21][CH3:22].Cl[C:24](Cl)([O:26]C(=O)OC(Cl)(Cl)Cl)Cl>ClCCl>[CH3:19][C@H:17]1[NH:18][C:24](=[O:26])[N:15]([C:12]2[CH:13]=[CH:14][C:9]([O:8][C:5]3[CH:6]=[CH:7][C:2]([CH3:1])=[C:3]([O:21][CH3:22])[CH:4]=3)=[CH:10][CH:11]=2)[C:16]1=[O:20]. Run at temperature 0 celsius, time 30 minute. The product is C[C@@H]1C(N(C(N1)=O)C1=CC=C(C=C1)OC1=CC(=C(C=C1)C)OC)=O ((5R)-5-methyl-3-(4-{[4-methyl-3-(methyloxy)phenyl]oxy}phenyl)-2,4-imidazolidinedione). Isolated yield 157.0%. The solvent is ClCCl (dichloromethane), ClCCl (dichloromethane). Procedure details: To a solution of N1-(4-{[4-methyl-3-(methyloxy)phenyl]oxy}phenyl)-D-alaninamide (Intermediate 22, 215 mg) in dry dichloromethane (15 mL) triethylamine (0.499 mL, 3.58 mmol) was added and the reaction mixture was cooled to 0° C. A solution of triphosgene (96 mg, 0.322 mmol) in dry dichloromethane (5 mL) was slowly added and the reaction mixture was stirred for 30 minutes at the same temperature. The reaction was quenched with water (10 mL) and extracted with dichloromethane (20 mL). The organic l... Starting materials: CC1=C(C=C(C=C1)OC1=CC=C(C=C1)NC([C@H](N)C)=O)OC (N1-(4-{[4-methyl-3-(methyloxy)phenyl]oxy}phenyl)-D-alaninamide), CC1=C(C=C(C=C1)OC1=CC=C(C=C1)NC([C@H](N)C)=O)OC (N1-(4-{[4-methyl-3-(methyloxy)phenyl]oxy}phenyl)-D-alaninamide), ClC(Cl)(OC(OC(Cl)(Cl)Cl)=O)Cl (triphosgene). The reactants are C(C)N(CCCCOC=1C=C2CCCNC2=CC1)CC (Diethyl-[4-(1,2,3,4-tetrahydro-quinolin-6-yloxy)-butyl]-amine), C(CCCCC)OC(=O)Cl (hexylchloroformate). The product is C(CCCCC)OC(=O)N1CCCC2=CC(=CC=C12)OCCCCN(CC)CC (6-(4-Diethylamino-butoxy)-3,4-dihydro-2H-quinoline-1-carboxylic acid hexyl ester). As a reaction SMILES: [CH2:1]([N:3]([CH2:19][CH3:20])[CH2:4][CH2:5][CH2:6][CH2:7][O:8][C:9]1[CH:10]=[C:11]2[C:16](=[CH:17][CH:18]=1)[NH:15][CH2:14][CH2:13][CH2:12]2)[CH3:2].[CH2:21]([O:27][C:28](Cl)=[O:29])[CH2:22][CH2:23][CH2:24][CH2:25][CH3:26]>>[CH2:21]([O:27][C:28]([N:15]1[C:16]2[C:11](=[CH:10][C:9]([O:8][CH2:7][CH2:6][CH2:5][CH2:4][N:3]([CH2:1][CH3:2])[CH2:19][CH3:20])=[CH:18][CH:17]=2)[CH2:12][CH2:13][CH2:14]1)=[O:29])[CH2:22][CH2:23][CH2:24][CH2:25][CH3:26]. Reported procedure: In analogy to example 3.9, Diethyl-[4-(1,2,3,4-tetrahydro-quinolin-6-yloxy)-butyl]-amine and hexylchloroformate were converted to yield 6-(4-Diethylamino-butoxy)-3,4-dihydro-2H-quinoline-1-carboxylic acid hexyl ester as colorless oil, MS: 405 (MH+). Reactants: P(OP(I)I)(I)I (diphosphorous tetraiodide), C(C1=CC=CC=C1)(C1=CC=CC=C1)(C1=CC=CC=C1)NC=1SC=C(N1)C(C(=O)NC1C2CSC(C(N2C1=O)(C(=O)OC(C)(C)C)O)CC)=NOC (1,1-dimethylethyl 7-[2-(2-tritylaminothiazol-4-yl)-2-methoxyimino-acetamido]-8-oxo-3-ethyl-2-hydroxy-4-thia-1-azabicyclo[4,2,0]octane-2-carboxylate). Run in N1=CC=CC=C1 (pyridine). Product: C(C1=CC=CC=C1)(C1=CC=CC=C1)(C1=CC=CC=C1)NC=1SC=C(N1)C(C(=O)NC1C2CSC(=C(N2C1=O)C(=O)OC(C)(C)C)CC)=NOC (1,1-dimethylethyl 7-[2-(2-tritylaminothiazol-4-yl)-2-methoxyimino-acetamido]-8-oxo-3-ethyl-4-thia-1-azabicyclo[4,2,0]oct-2-ene-2-carboxylate). The yield is 32.5%. As a reaction SMILES: P(I)(I)OP(I)I.[C:8]([NH:27][C:28]1[S:29][CH:30]=[C:31]([C:33](=[N:56][O:57][CH3:58])[C:34]([NH:36][CH:37]2[C:44](=[O:45])[N:43]3[CH:38]2[CH2:39][S:40][CH:41]([CH2:54][CH3:55])[C:42]3(O)[C:46]([O:48][C:49]([CH3:52])([CH3:51])[CH3:50])=[O:47])=[O:35])[N:32]=1)([C:21]1[CH:26]=[CH:25][CH:24]=[CH:23][CH:22]=1)([C:15]1[CH:20]=[CH:19][CH:18]=[CH:17][CH:16]=1)[C:9]1[CH:14]=[CH:13][CH:12]=[CH:11][CH:10]=1>N1C=CC=CC=1>[C:8]([NH:27][C:28]1[S:29][CH:30]=[C:31]([C:33](=[N:56][O:57][CH3:58])[C:34]([NH:36][CH:37]2[C:44](=[O:45])[N:43]3[CH:38]2[CH2:39][S:40][C:41]([CH2:54][CH3:55])=[C:42]3[C:46]([O:48][C:49]([CH3:52])([CH3:50])[CH3:51])=[O:47])=[O:35])[N:32]=1)([C:21]1[CH:26]=[CH:25][CH:24]=[CH:23][CH:22]=1)([C:15]1[CH:16]=[CH:17][CH:18]=[CH:19][CH:20]=1)[C:9]1[CH:14]=[CH:13][CH:12]=[CH:11][CH:10]=1. Procedure: Using the procedure of Example 1, 560 mg of diphosphorous tetraiodide, 4.5 ml of pyridine and 394 mg of the product of Step B were reacted to obtain 125 mg of 1,1-dimethylethyl 7-[2-(2-tritylaminothiazol-4-yl)-2-methoxyimino-acetamido]-8-oxo-3-ethyl-4-thia-1-azabicyclo[4,2,0]oct-2-ene-2-carboxylate.